This data is from the Open Reaction Database (ORD), a public repository of structured organic reaction records. The task is: describe an organic reaction: reactants, conditions, products, and yield Reactants: CC1=CC(=CC(=N1)C1=NC(=CC=C1)C=1C=C(C=CC1)N)C1=CC=C(C=C1)C(F)(F)F (3-[6′-Methyl-4′-(4-trifluoromethyl-phenyl)-[2,2′]bipyridinyl-6-yl]-phenylamine), CS(=O)(=O)Cl (methanesulfonyl chloride). Solvent: CCOC(=O)C (EtOAc), CCOC(=O)C (EtOAc), C(=O)(O)[O-].[Na+] (NaHCO3). The product is CC1=CC(=CC(=N1)C1=NC(=CC=C1)C=1C=C(C=CC1)NS(=O)(=O)C)C1=CC=C(C=C1)C(F)(F)F (N-{3-[6′-Methyl-4′-(4-trifluoromethyl-phenyl)-[2,2′]bipyridinyl-6-yl]-phenyl}-methanesulfonamide). Yield: 18.9%. As a reaction SMILES: [CH3:1][C:2]1[N:7]=[C:6]([C:8]2[CH:13]=[CH:12][CH:11]=[C:10]([C:14]3[CH:15]=[C:16]([NH2:20])[CH:17]=[CH:18][CH:19]=3)[N:9]=2)[CH:5]=[C:4]([C:21]2[CH:26]=[CH:25][C:24]([C:27]([F:30])([F:29])[F:28])=[CH:23][CH:22]=2)[CH:3]=1.[CH3:31][S:32](Cl)(=[O:34])=[O:33]>CCOC(C)=O.C([O-])(O)=O.[Na+]>[CH3:1][C:2]1[N:7]=[C:6]([C:8]2[CH:13]=[CH:12][CH:11]=[C:10]([C:14]3[CH:15]=[C:16]([NH:20][S:32]([CH3:31])(=[O:34])=[O:33])[CH:17]=[CH:18][CH:19]=3)[N:9]=2)[CH:5]=[C:4]([C:21]2[CH:26]=[CH:25][C:24]([C:27]([F:28])([F:30])[F:29])=[CH:23][CH:22]=2)[CH:3]=1 |f:3.4|. Reported procedure: To a stirred and cooled solution of 3-[6′-methyl-4′-(4-trifluoromethyl-phenyl)-[2,2′]bipyridinyl-6-yl]-phenylamine (example 327) (0.400 g, 0.986 mmol) in EtOAc (4 mL) and sat. NaHCO3-sol. (2 mL) was added methanesulfonyl chloride (1.08 mL, 14.7 mmol) and the mixture was stirred at 23° C. for 2 h. Diluted with EtOAc, washed with sat. NaHCO3-sol. and water, dried the organic layer over Na2SO4. Removal of the solvent in vacuum left a crude product which was purified by silica gel column chromatogra... Starting materials: C(C)(=O)O[BH-](OC(C)=O)OC(C)=O.[Na+] (sodium triacetoxy borohydride), C([O-])(O)=O.[Na+] (Sodium bicarbonate), CC1=NC=2C(=NC3=C(NC2S1)C=CC=C3)N3C[C@@H](NCC3)CCC3=CC=CC=C3 ((S)-2-methyl-10-(3-phenethyl-piperazin-1-yl)-4H-3-thia-1,4,9-triaza-benzo[f]azulene), C=O (Formaldehyde), ClCCCl (1,2-dichloroethane). Conditions: time 10 minute. Yields the product N.CO (NH3 methanol), O.Cl.Cl.CC1=NC=2C(=NC3=C(NC2S1)C=CC=C3)N3C[C@@H](N(CC3)C)CCC3=CC=CC=C3.CC3=NC=1C(=NC2=C(NC1S3)C=CC=C2)N2C[C@@H](N(CC2)C)CCC2=CC=CC=C2.Cl.Cl ((S)-2-Methyl-10-(4-methyl-3-phenethyl-piperazin-1-yl)-4H-3-thia-1,4,9-triaza-benzo[f]azulene dihydrochloride hemihydrate). Reaction SMILES: [CH3:1][C:2]1[S:11][C:10]2[NH:9][C:8]3[CH:12]=[CH:13][CH:14]=[CH:15][C:7]=3[N:6]=[C:5]([N:16]3[CH2:21][CH2:20][NH:19][C@@H:18]([CH2:22][CH2:23][C:24]4[CH:29]=[CH:28][CH:27]=[CH:26][CH:25]=4)[CH2:17]3)[C:4]=2[N:3]=1.C=O.[C:32](O[BH-](OC(=O)C)OC(=O)C)(=[O:34])C.[Na+].[C:46](=O)(O)[O-:47].[Na+].[Cl:51][CH2:52]CCl>>[NH3:3].[CH3:32][OH:34].[OH2:47].[ClH:51].[ClH:51].[CH3:1][C:2]1[S:11][C:10]2[NH:9][C:8]3[CH:12]=[CH:13][CH:14]=[CH:15][C:7]=3[N:6]=[C:5]([N:16]3[CH2:21][CH2:20][N:19]([CH3:46])[C@@H:18]([CH2:22][CH2:23][C:24]4[CH:29]=[CH:28][CH:27]=[CH:26][CH:25]=4)[CH2:17]3)[C:4]=2[N:3]=1.[CH3:1][C:2]1[S:11][C:10]2[NH:9][C:8]3[CH:12]=[CH:13][CH:14]=[CH:15][C:7]=3[N:6]=[C:5]([N:16]3[CH2:21][CH2:20][N:19]([CH3:52])[C@@H:18]([CH2:22][CH2:23][C:24]4[CH:29]=[CH:28][CH:27]=[CH:26][CH:25]=4)[CH2:17]3)[C:4]=2[N:3]=1.[ClH:51].[ClH:51] |f:2.3,4.5,7.8,9.10.11.12.13.14.15|. Procedure details: Combine (S)-2-methyl-10-(3-phenethyl-piperazin-1-yl)-4H-3-thia-1,4,9-triaza-benzo[f]azulene (0.5 g, 1.24 mmol) and 37% Formaldehyde solution (0.1 mL, 1.36 mmol)in 1,2-dichloroethane (25 mL). Stir for 10 minutes and add sodium triacetoxy borohydride (0.394, 1.86 mmol). Stir an additional 30 minutes and then pour solution onto saturated Sodium bicarbonate solution. Extract with methylene chloride to give 0.52 g of the crude product. Silica gel chromatography, eluting with methylene chloride: 2N NH... Reactants: BrCC(=O)Br (bromoacetyl bromide), NC1=C(C(=O)O)C=C(C=C1)F (2-amino-5-fluorobenzoic acid), [OH-].[Na+] (sodium hydroxide). Run in CN(C=O)C (dimethyl formamide), O (water). Conditions: temperature 60 celsius, time 30 minute. The product is FC=1C=CC2=C(C(OCC(N2)=O)=O)C1 (7-fluoro-4,1-benzooxazepine-2,5-(1H, 3H)-dione). RXN SMILES: Br[CH2:2][C:3](Br)=[O:4].[NH2:6][C:7]1[CH:15]=[CH:14][C:13]([F:16])=[CH:12][C:8]=1[C:9]([OH:11])=[O:10].[OH-].[Na+]>CN(C)C=O.O>[F:16][C:13]1[CH:14]=[CH:15][C:7]2[NH:6][C:3](=[O:4])[CH2:2][O:10][C:9](=[O:11])[C:8]=2[CH:12]=1 |f:2.3|. Procedure: 2.52 g(13.75 mmol) of bromoacetyl bromide was added for 10 min below 40° C. to the solution having 1.94 g(12.5 mmol) of 2-amino-5-fluorobenzoic acid dissolved in 4 ml of dimethyl formamide. The mixed solution was stirred for 30 min, and the solution having 1.12 g of sodium hydroxide dissolved in 28 ml of water was added. The mixture was slowly heated to 60° C. for 1 hr, then maintained at about 60° C. for 1 hr, and cooled to 5° C. Finally, a crystalline solid of 7-fluoro-4,1-benzooxazepine-2,5-(...